This data is from the Open Reaction Database (ORD), a public repository of structured organic reaction records. The task is: describe an organic reaction: reactants, conditions, products, and yield The reactants are COC(=O)c1cc(Br)cc2c1cnn2C1CCCC1, CC(C)(C)OC(=O)N1CCNCC1, CS(C)=O, [Cu]I, [K+], [K+], O=C([O-])[O-], O, O=C(O)C1CCCN1. Product: COC(=O)c1cc(N2CCN(C(=O)OC(C)(C)C)CC2)cc2c1cnn2C1CCCC1. As a reaction SMILES: [Br:1][c:2]1[cH:3][c:4]([C:16](=[O:17])[O:18][CH3:19])[c:5]2[cH:6][n:7][n:8]([CH:11]3[CH2:12][CH2:13][CH2:14][CH2:15]3)[c:9]2[cH:10]1.[C:20](=[O:21])([O:22][C:23]([CH3:24])([CH3:25])[CH3:26])[N:27]1[CH2:28][CH2:29][NH:30][CH2:31][CH2:32]1.[CH3:47][S:48]([CH3:49])=[O:50].[Cu:51][I:52].[K+:33].[K+:34].[O-:35][C:36]([O-:37])=[O:38].[OH2:53].[OH:39][C:40]([CH:41]1[NH:42][CH2:43][CH2:44][CH2:45]1)=[O:46]>>[c:2]1([N:30]2[CH2:29][CH2:28][N:27]([C:20](=[O:21])[O:22][C:23]([CH3:24])([CH3:25])[CH3:26])[CH2:32][CH2:31]2)[cH:3][c:4]([C:16](=[O:17])[O:18][CH3:19])[c:5]2[cH:6][n:7][n:8]([CH:11]3[CH2:12][CH2:13][CH2:14][CH2:15]3)[c:9]2[cH:10]1. RXN SMILES: [NH2:1][CH:2]([PH:4](=[O:6])[OH:5])[CH3:3].Cl[C:8]([O:10][CH2:11][C:12]1[CH:17]=[CH:16][CH:15]=[CH:14][CH:13]=1)=[O:9]>>[C:12]1([CH2:11][O:10][C:8]([NH:1][CH:2]([PH:4](=[O:5])[OH:6])[CH3:3])=[O:9])[CH:17]=[CH:16][CH:15]=[CH:14][CH:13]=1. Reported procedure: The process is performed according to the operating conditions described in 1.4., starting with 1.7 g (15.6 mmol) of (1-aminoethyl)phosphinic acid and 3.12 g (18.29 mmol) of benzyl chloroformate. 2.8 g of product are recovered (yeld=73.9%). The reactants are NC(C)P(O)=O ((1-aminoethyl)phosphinic acid), ClC(=O)OCC1=CC=CC=C1 (benzyl chloroformate). Yields the product C1(=CC=CC=C1)COC(=O)NC(C)P(O)=O ([1-[[(Phenylmethoxy)carbonyl]amino]ethyl]phosphinic acid). Reactants: [Al+3], COC(=O)C(C)(C)Cc1c(SC(C)(C)C)c2cc(C(C)C)ccc2n1Cc1ccc(Cl)cc1, [H-], [H-], [H-], [H-], [Li+], C1CCOC1. Yields the product CC(C)c1ccc2c(c1)c(SC(C)(C)C)c(CC(C)(C)CO)n2Cc1ccc(Cl)cc1. RXN SMILES: [Al+3:35].[Cl:1][c:2]1[cH:3][cH:4][c:5]([CH2:6][n:7]2[c:8]([CH2:24][C:25]([C:26](=[O:27])[O:28][CH3:29])([CH3:30])[CH3:31])[c:9]([S:19][C:20]([CH3:21])([CH3:22])[CH3:23])[c:10]3[cH:11][c:12]([CH:16]([CH3:17])[CH3:18])[cH:13][cH:14][c:15]23)[cH:32][cH:33]1.[H-:34].[H-:37].[H-:38].[H-:39].[Li+:36].[O:40]1[CH2:41][CH2:42][CH2:43][CH2:44]1>>[Cl:1][c:2]1[cH:3][cH:4][c:5]([CH2:6][n:7]2[c:8]([CH2:24][C:25]([CH2:26][OH:27])([CH3:30])[CH3:31])[c:9]([S:19][C:20]([CH3:21])([CH3:22])[CH3:23])[c:10]3[cH:11][c:12]([CH:16]([CH3:17])[CH3:18])[cH:13][cH:14][c:15]23)[cH:32][cH:33]1. Reactants: BrC(Br)(Br)Br, ClCCl, O=Cc1ccc([N+](=O)[O-])o1, [Zn], c1ccc(P(c2ccccc2)c2ccccc2)cc1. Yields the product O=P(c1ccccc1)(c1ccccc1)c1ccccc1. RXN SMILES: [C:20]([Br:21])([Br:22])([Br:23])[Br:24].[CH2:35]([Cl:36])[Cl:37].[N+:25](=[O:26])([c:27]1[o:28][c:29]([CH:30]=[O:31])[cH:32][cH:33]1)[O-:34].[Zn:38].[c:1]1([P:7]([c:8]2[cH:9][cH:10][cH:11][cH:12][cH:13]2)[c:14]2[cH:15][cH:16][cH:17][cH:18][cH:19]2)[cH:2][cH:3][cH:4][cH:5][cH:6]1>>[c:1]1([P:7]([c:8]2[cH:9][cH:10][cH:11][cH:12][cH:13]2)([c:14]2[cH:15][cH:16][cH:17][cH:18][cH:19]2)=[O:26])[cH:2][cH:3][cH:4][cH:5][cH:6]1. The reactants are ClC=1C=C2C(=C(C(NC2=CC1)=O)C)C(=O)O (6-chloro-3-methylquinolin-2(1H)-one-4-carboxylic acid), S(=O)(Cl)Cl (thionyl chloride). Yields the product ClC=1C=C2C(=C(C(NC2=CC1)=O)C)C(=O)Cl (6-chloro-3-methylquinolin-2(1H)-one-4-carbonyl chloride). As a reaction SMILES: [Cl:1][C:2]1[CH:3]=[C:4]2[C:9](=[CH:10][CH:11]=1)[NH:8][C:7](=[O:12])[C:6]([CH3:13])=[C:5]2[C:14]([OH:16])=O.S(Cl)([Cl:19])=O>>[Cl:1][C:2]1[CH:3]=[C:4]2[C:9](=[CH:10][CH:11]=1)[NH:8][C:7](=[O:12])[C:6]([CH3:13])=[C:5]2[C:14]([Cl:19])=[O:16]. Procedure: 6.5 g (0.027 mol) of the carboxylic acid prepared in Example 1 are dissolved in 80 ml of thionyl chloride and heated under reflux for two hours. For working-up, the reaction mixture is concentrated under reduced pressure on a rotary evaporator and the residue which remains is stirred with diethyl ether. The reaction product is filtered off and the solid obtained is dried in vacuo.